From a dataset of the Open Reaction Database (ORD), a public repository of structured organic reaction records. describe an organic reaction: reactants, conditions, products, and yield Reactants: C(CC)=O (propionaldehyde), ice water, [OH-].[Na+] (Sodium hydroxide), Cl.[N+](=O)([O-])C=1C=C(C=CC1)NN ((3-nitro-phenyl)-hydrazine hydrochloride salt), C(C)(=O)O (Acetic acid). Solvent: C(C)O (ethanol). Conditions: time 3 hour. Product: [N+](=O)([O-])C=1C=C(C=CC1)NN=CCC (N-(3-nitro-phenyl)-N′-propylidene-hydrazine). Reaction SMILES: [OH-].[Na+].Cl.[N+:4]([C:7]1[CH:8]=[C:9]([NH:13][NH2:14])[CH:10]=[CH:11][CH:12]=1)([O-:6])=[O:5].C(O)(=O)C.[CH:19](=O)[CH2:20][CH3:21]>C(O)C>[N+:4]([C:7]1[CH:8]=[C:9]([NH:13][N:14]=[CH:19][CH2:20][CH3:21])[CH:10]=[CH:11][CH:12]=1)([O-:6])=[O:5] |f:0.1,2.3|. Reported procedure: Sodium hydroxide solution (10%, 15 mL) was added slowly to a stirred suspension of (3-nitro-phenyl)-hydrazine hydrochloride salt (B-4-a) (1.89 g, 10 mmol) in ethanol (20 mL) until pH 6. Acetic acid (5 mL) was added to the mixture followed by propionaldehyde (0.7 g, 12 mmol). After stifling for 3 h at room temperature, the mixture was poured into ice-water and the resulting precipitate was isolated via filtration, washed with water and dried in air to obtain N-(3-nitro-phenyl)-N′-propylidene-hydr... Starting materials: O[C@@H]1C[C@]2(C)[C@@H](C1)[C@@H]1[C@H](N(C3=CC(CC[C@]3(C)[C@H]1CC2)=O)C)C (16β-hydroxy-6,7β-dimethyl-6-aza-androst-4-en-3-one), FC(S(=O)(=O)O[Si](C(C)C)(C(C)C)C(C)C)(F)F (triisopropylsilyl trifluoromethanesulfonate), C[C@]12CC[C@H]3[C@H]([C@@H]1CCC2=O)CC=C4[C@@]3(CC[C@@H](C4)O)C (DHEA), N#N (N2), N1=C(C=CC=C1C)C (lutidine). Solvent: C(Cl)Cl (methylene chloride), C(Cl)Cl (methylene chloride). Reaction conditions: temperature 0 celsius, time 25 minute. Procedure: To a solution of 3β-(hydroxy)androst-5-en-17-one (1, R2 =H) (available from Sigma Chemical Co., St. Louis, Mo., 10.09 g, 35 mmoles, also called dehydroepiandrostenone "DHEA") in methylene chloride (150 mL) in a N2 atmosphere was added lutidine (6.1 mL, 52.5 mmoles) followed by triisopropylsilyl trifluoromethanesulfonate (11.6 mL, 42 mmoles) and the resulting mixture stirred at 0° C. for 25 minutes. The reaction mixture was diluted with methylene chloride (100 mL) and washed with 1N HCl (2 times)... Reaction SMILES: O[C@H]1C[C@H]2[C@H]3[C@H](CC[C@]2(C)C1)[C@]1(C)C(=CC(=O)CC1)N(C)[C@@H]3C.[CH3:24][C@@:25]12[C:33](=[O:34])[CH2:32][CH2:31][C@H:30]1[C@@H:29]1[CH2:35][CH:36]=[C:37]3[CH2:42][C@@H:41]([OH:43])[CH2:40][CH2:39][C@:38]3([CH3:44])[C@H:28]1[CH2:27][CH2:26]2.N#N.N1C(C)=CC=CC=1C.FC(F)(F)S(O[Si:61]([CH:68]([CH3:70])[CH3:69])([CH:65]([CH3:67])[CH3:66])[CH:62]([CH3:64])[CH3:63])(=O)=O>C(Cl)Cl>[CH:62]([Si:61]([CH:68]([CH3:70])[CH3:69])([CH:65]([CH3:67])[CH3:66])[O:43][C@H:41]1[CH2:40][CH2:39][C@@:38]2([CH3:44])[C:37]([CH2:36][CH2:35][C@@H:29]3[C@@H:28]2[CH2:27][CH2:26][C@@:25]2([CH3:24])[C@H:30]3[CH2:31][CH2:32][C:33]2=[O:34])=[CH:42]1)([CH3:64])[CH3:63]. The product is C(C)(C)[Si](O[C@@H]1C=C2CC[C@H]3[C@@H]4CCC([C@@]4(C)CC[C@@H]3[C@]2(CC1)C)=O)(C(C)C)C(C)C (3β-(triisopropylsilyloxy)androst-4-ene-17-one). The reactants are solution, [H-].[H-].[H-].[H-].[Li+].[Al+3] (LiAlH4), COC1=NC(=C(C=C1N(C(CC)=O)CCC)C)C1=C(C=C(C=C1)OC(F)(F)F)OC (N-[2-methoxy-6-(2-methoxy-4-trifluoromethoxy-phenyl)-5-methyl-pyridin-3-yl]-N-propyl-propionamide). Run in C1CCOC1 (THF), C1CCOC1 (THF). Run at temperature 0 celsius, time 15 hour. Yields the product COC1=NC(=C(C=C1N(CCC)CCC)C)C1=C(C=C(C=C1)OC(F)(F)F)OC ([2-methoxy-6-(2-methoxy-4-trifluoromethoxy-phenyl)-5-methyl-pyridin-3-yl]-dipropyl-amine). As a reaction SMILES: [H-].[H-].[H-].[H-].[Li+].[Al+3].[CH3:7][O:8][C:9]1[C:14]([N:15]([CH2:20][CH2:21][CH3:22])[C:16](=O)[CH2:17][CH3:18])=[CH:13][C:12]([CH3:23])=[C:11]([C:24]2[CH:29]=[CH:28][C:27]([O:30][C:31]([F:34])([F:33])[F:32])=[CH:26][C:25]=2[O:35][CH3:36])[N:10]=1>C1COCC1>[CH3:7][O:8][C:9]1[C:14]([N:15]([CH2:16][CH2:17][CH3:18])[CH2:20][CH2:21][CH3:22])=[CH:13][C:12]([CH3:23])=[C:11]([C:24]2[CH:29]=[CH:28][C:27]([O:30][C:31]([F:34])([F:33])[F:32])=[CH:26][C:25]=2[O:35][CH3:36])[N:10]=1 |f:0.1.2.3.4.5|. Reported procedure: A 1M solution of LiAlH4 in THF (0.52 ml, 0.52 mmol) at 0° C. is added to a solution of N-[2-methoxy-6-(2-methoxy-4-trifluoromethoxy-phenyl)-5-methyl-pyridin-3-yl]-N-propyl-propionamide (94) (0.11 g, 0.26 mmol) in THF (1 ml). The mixture is stirred at 0° C. for 30 minutes and at room temperature for 15 hours. The reaction is quenched by ether containing water (5 ml) at 0° C. Water (1 ml) and EtOAc (20 ml) are added to the mixture and the suspension is stirred at room temperature for 20 minutes. M... Reactants: CN1C=C(C=C1)C(=O)O (methyl 1H-pyrrole-3-carboxylic acid), C(C)(C)(C)N1CCC(CC1)OC1=CC=C(C=C1)I (1-tert-butyl-4-(4-iodophenoxy)piperidine), CNC(=O)C1=CNC=C1 (N-methyl-1H-pyrrole-3-carboxamide), C1(CCC1)N1CCC(CC1)OC1=CC=C(C=C1)I (1-cyclobutyl-4-(4-iodophenoxy)piperidine). Product: C(C)(C)(C)N1CCC(CC1)OC1=CC=C(C=C1)N1C=C(C=C1)C(=O)NC (1-{4-[(1-tert-butylpiperidin-4-yl)oxy]phenyl}-N-methyl-1H-pyrrole-3-carboxamide). Reaction SMILES: CN1C=CC(C(O)=O)=C1.[CH3:10][NH:11][C:12]([C:14]1[CH:18]=[CH:17][NH:16][CH:15]=1)=[O:13].C1(N2CCC(OC3C=CC(I)=CC=3)CC2)CCC1.[C:37]([N:41]1[CH2:46][CH2:45][CH:44]([O:47][C:48]2[CH:53]=[CH:52][C:51](I)=[CH:50][CH:49]=2)[CH2:43][CH2:42]1)([CH3:40])([CH3:39])[CH3:38]>>[C:37]([N:41]1[CH2:42][CH2:43][CH:44]([O:47][C:48]2[CH:53]=[CH:52][C:51]([N:16]3[CH:17]=[CH:18][C:14]([C:12]([NH:11][CH3:10])=[O:13])=[CH:15]3)=[CH:50][CH:49]=2)[CH2:45][CH2:46]1)([CH3:40])([CH3:38])[CH3:39]. Procedure details: The titled compound was prepared as a colorless crystal by repeating the procedure of Example 1, except that the methyl 1H-pyrrole-3-carboxylic acid was replaced by N-methyl-1H-pyrrole-3-carboxamide and the 1-cyclobutyl-4-(4-iodophenoxy)piperidine by 1-tert-butyl-4-(4-iodophenoxy)piperidine. The reactants are COCCOc1nc(C)cc(S(C)=O)c1[N+](=O)[O-], [H-], [Na+], OCC(F)(F)F. The product is COCCOc1nc(C)cc(OCC(F)(F)F)c1[N+](=O)[O-]. As a reaction SMILES: [CH3:1][O:2][CH2:3][CH2:4][O:5][c:6]1[n:7][c:8]([CH3:18])[cH:9][c:10]([S:15]([CH3:16])=[O:17])[c:11]1[N+:12](=[O:13])[O-:14].[H-:19].[Na+:20].[OH:21][CH2:22][C:23]([F:24])([F:25])[F:26]>>[CH3:1][O:2][CH2:3][CH2:4][O:5][c:6]1[n:7][c:8]([CH3:18])[cH:9][c:10]([O:21][CH2:22][C:23]([F:24])([F:25])[F:26])[c:11]1[N+:12](=[O:13])[O-:14]. Starting materials: ( 1 ), C1CC(=O)N(C1=O)OC(=O)CCCCC2C3C(CS2)NC(=O)N3 (biotinyl N-hydroxysuccinimide ester). Solvent: C(O)([O-])=O.[Na+] (sodium hydrogen carbonate). Run at time 3 hour. Product: OC(=O)CCCC[C@@H]1SC[C@@H]2NC(=O)N[C@H]12 (biotin). Reaction SMILES: C1C(=O)N([O:8][C:9]([CH2:11][CH2:12][CH2:13][CH2:14][CH:15]2[S:19][CH2:18][CH:17]3[NH:20][C:21]([NH:23][CH:16]23)=[O:22])=[O:10])C(=O)C1>C(=O)([O-])O.[Na+]>[OH:10][C:9]([CH2:11][CH2:12][CH2:13][CH2:14][C@H:15]1[C@@H:16]2[C@@H:17]([NH:20][C:21]([NH:23]2)=[O:22])[CH2:18][S:19]1)=[O:8] |f:1.2|. Procedure details: Each 3-mg portion of the 32-clone monoclonal antibodies prepared in (1) was mixed with 10 mg of biotinyl N-hydroxysuccinimide ester (product of Zymed) and the reaction was carried out in 0.1 M sodium hydrogen carbonate (pH 8) with stirring at room temperature for 3 hours. The reaction mixture was dialyzed overnight against 5 L of PBS at 4° C. to give the biotin-labeled monoclonal antibody. The reactants are [OH-].[Na+] (NaOH), OO (H2O2), C(=O)([O-])[O-].[K+].[K+] (K2CO3), C(CCCC)OC(CCCC=C)C1=CC=C(C=C1)C1=CC=CC=C1 (4-(1-pentyloxyhex-5-enyl)-biphenyl), B(F)(F)F.CCOCC (BF3.OEt2). Solvent: O (water), [BH4-].[Na+] (NaBH4), COCCOCCOC (diglyme), COCCOCCOC (diglyme). Conditions: time 1 hour. Product: C1(=CC=C(C=C1)C(CCCCCO)OCCCCC)C1=CC=CC=C1 (6-Biphenyl-4-yl-6-pentyloxy-hexan-1-ol). RXN SMILES: [CH2:1]([O:6][CH:7]([C:13]1[CH:18]=[CH:17][C:16]([C:19]2[CH:24]=[CH:23][CH:22]=[CH:21][CH:20]=2)=[CH:15][CH:14]=1)[CH2:8][CH2:9][CH2:10][CH:11]=[CH2:12])[CH2:2][CH2:3][CH2:4][CH3:5].B(F)(F)F.CC[O:31]CC.[OH-].[Na+].OO.C([O-])([O-])=O.[K+].[K+]>[BH4-].[Na+].COCCOCCOC.O>[C:16]1([C:19]2[CH:24]=[CH:23][CH:22]=[CH:21][CH:20]=2)[CH:17]=[CH:18][C:13]([CH:7]([O:6][CH2:1][CH2:2][CH2:3][CH2:4][CH3:5])[CH2:8][CH2:9][CH2:10][CH2:11][CH2:12][OH:31])=[CH:14][CH:15]=1 |f:1.2,3.4,6.7.8,9.10|. Procedure: 4-(1-pentyloxyhex-5-enyl)-biphenyl (1 g) was dissolved in 0.5 M NaBH4 in diglyme (8 ml) and chilled in an ice bath. BF3.OEt2 (1 ml) in diglyme (4 ml) was added with vigorous stirring. Stirring was continued for 1 hour and water (1 ml) was added. 3M NaOH (2 ml) was added followed by 30% H2O2 (3 ml). Anhydrous K2CO3 (5 g) was added and the solvent decanted. The K2CO3 was washed with ethyl acetate and the combined organics dried (Na2SO4) and evaporated. Distillation under vacuum removes most of the...